This data is from the Open Reaction Database (ORD), a public repository of structured organic reaction records. The task is: describe an organic reaction: reactants, conditions, products, and yield Reactants: CC([O-])=S, CS(=O)(=O)OC1CN(c2nc(CNC(=O)c3cccs3)cs2)C1, CN(C)C=O, [K+]. RXN SMILES: [C:24]([CH3:25])(=[S:26])[O-:27].[CH3:1][S:2]([O:3][CH:6]1[CH2:7][N:8]([c:10]2[s:11][cH:12][c:13]([CH2:15][NH:16][C:17](=[O:18])[c:19]3[s:20][cH:21][cH:22][cH:23]3)[n:14]2)[CH2:9]1)(=[O:4])=[O:5].[CH3:29][N:30]([CH3:31])[CH:32]=[O:33].[K+:28]>>[CH:6]1([S:26][C:24]([CH3:25])=[O:27])[CH2:7][N:8]([c:10]2[s:11][cH:12][c:13]([CH2:15][NH:16][C:17](=[O:18])[c:19]3[s:20][cH:21][cH:22][cH:23]3)[n:14]2)[CH2:9]1. Product: CC(=O)SC1CN(c2nc(CNC(=O)c3cccs3)cs2)C1. Reactants: O=C([O-])[O-], CCI, Cc1nc(N2CCc3nc(C)sc3CC2)c([N+](=O)[O-])c(=O)[nH]1, CN(C)C=O, [K+], [K+]. Yields the product CCOc1nc(C)nc(N2CCc3nc(C)sc3CC2)c1[N+](=O)[O-]. Reaction SMILES: [C:26](=[O:27])([O-:28])[O-:29].[CH2:23]([CH3:24])[I:25].[CH3:1][c:2]1[n:3][c:4]([N:12]2[CH2:13][CH2:14][c:15]3[c:16]([s:19][c:20]([CH3:22])[n:21]3)[CH2:17][CH2:18]2)[c:5]([N+:9](=[O:10])[O-:11])[c:6](=[O:8])[nH:7]1.[CH3:32][N:33]([CH3:34])[CH:35]=[O:36].[K+:30].[K+:31]>>[CH3:1][c:2]1[n:3][c:4]([N:12]2[CH2:13][CH2:14][c:15]3[c:16]([s:19][c:20]([CH3:22])[n:21]3)[CH2:17][CH2:18]2)[c:5]([N+:9](=[O:10])[O-:11])[c:6]([O:8][CH2:23][CH3:24])[n:7]1. Reactants: C(#N)C1CC2C3=CC=CC=C3C1C=1C=CC=CC21 (11-cyano-9,10-dihydro-9,10-ethanoanthracene), C(O)CN (ethanolamine). The reagents and catalysts are C(C)(=O)[O-].[Zn+2].C(C)(=O)[O-] (zinc acetate). Run in C1=CC=CC=C1 (benzene). Reaction conditions: temperature 130 celsius, time 5 hour. Product: O1C(=NCC1)C1CC2C3=CC=CC=C3C1C=1C=CC=CC21 (11-(2-oxazolin-2-yl)-9,10-dihydro-9,10-ethanoanthracene). Yield: 60.3%. RXN SMILES: [C:1]([CH:3]1[CH:12]2[C:13]3[CH:14]=[CH:15][CH:16]=[CH:17][C:18]=3[CH:5]([C:6]3[C:11]2=[CH:10][CH:9]=[CH:8][CH:7]=3)[CH2:4]1)#[N:2].[CH2:19]([CH2:21]N)[OH:20]>C1C=CC=CC=1.C([O-])(=O)C.[Zn+2].C([O-])(=O)C>[O:20]1[CH2:19][CH2:21][N:2]=[C:1]1[CH:3]1[CH:12]2[C:11]3[CH:10]=[CH:9][CH:8]=[CH:7][C:6]=3[CH:5]([C:18]3[C:13]2=[CH:14][CH:15]=[CH:16][CH:17]=3)[CH2:4]1 |f:3.4.5|. Procedure: A mixture of 11-cyano-9,10-dihydro-9,10-ethanoanthracene (4.6 g), ethanolamine (1.8 g) and zinc acetate (250 mg) is stirred at 130° C for 5 hours. The reaction mixture is dissolved in benzene and passed through a column of 10% hydrated alumina. The eluate is evaporated to remove the solvent, and the residue is recrystallized from ether to give 11-(2-oxazolin-2-yl)-9,10-dihydro-9,10-ethanoanthracene (3.3 g) as crystals melting at 155° to 156° C. IR (KRr), 1655 cm-1 (O--C=N). Starting materials: ClC=1N=CC=2N(C(C3(CN(C2N1)C1CCCC1)CC3)=O)C (2′-chloro-9′-cyclopentyl-5′-methyl-8′,9′-dihydrospiro[cyclopropane-1,7′-pyrimido[5,4-b][1,4]diazepin]-6′(5′H)-one), ClC=1N=CC=2N(C(C3(CN(C2N1)C1CCCC1)CC3)=O)C (2′-chloro-9′-cyclopentyl-5′-methyl-8′,9′-dihydrospiro[cyclopropane-1,7′-pyrimido[5,4-b][1,4]diazepin]-6′(5′H)-one), NC1=CC(=C(C(=O)NC2CCN(CC2)CC)C=C1F)F (4-amino-N-(1-ethyl-4-piperidyl)-2,5-difluoro-benzamide), NC1=CC(=C(C(=O)NC2CCN(CC2)CC)C=C1F)F (4-amino-N-(1-ethyl-4-piperidyl)-2,5-difluoro-benzamide), C([O-])([O-])=O.[Cs+].[Cs+] (caesium carbonate), ( II ), CC1(C2=C(C(=CC=C2)P(C3=CC=CC=C3)C4=CC=CC=C4)OC5=C(C=CC=C51)P(C6=CC=CC=C6)C7=CC=CC=C7)C (XANTPHOS). Run in O1CCOCC1 (dioxane). Run at temperature 110 celsius. The product is C1(CCCC1)N1C2=C(N(C(C3(C1)CC3)=O)C)C=NC(=N2)NC2=CC(=C(C(=O)NC3CCN(CC3)CC)C=C2F)F (4-(9′-cyclopentyl-5′-methyl-6′-oxo-5′,6′,8′,9′-tetrahydrospiro[cyclopropane-1,7′-pyrimido[5,4-b][1,4]diazepine]-2′-ylamino)-N-(1-ethyl-4-piperidyl)-2,5-difluoro-benzamide). Yield: 54.2%. RXN SMILES: Cl[C:2]1[N:3]=[CH:4][C:5]2[N:6]([CH3:21])[C:7](=[O:20])[C:8]3([CH2:19][CH2:18]3)[CH2:9][N:10]([CH:13]3[CH2:17][CH2:16][CH2:15][CH2:14]3)[C:11]=2[N:12]=1.[NH2:22][C:23]1[C:39]([F:40])=[CH:38][C:26]([C:27]([NH:29][CH:30]2[CH2:35][CH2:34][N:33]([CH2:36][CH3:37])[CH2:32][CH2:31]2)=[O:28])=[C:25]([F:41])[CH:24]=1.C(=O)([O-])[O-].[Cs+].[Cs+].CC1(C)C2C(=C(P(C3C=CC=CC=3)C3C=CC=CC=3)C=CC=2)OC2C(P(C3C=CC=CC=3)C3C=CC=CC=3)=CC=CC1=2>O1CCOCC1>[CH:13]1([N:10]2[CH2:9][C:8]3([CH2:19][CH2:18]3)[C:7](=[O:20])[N:6]([CH3:21])[C:5]3[CH:4]=[N:3][C:2]([NH:22][C:23]4[C:39]([F:40])=[CH:38][C:26]([C:27]([NH:29][CH:30]5[CH2:35][CH2:34][N:33]([CH2:36][CH3:37])[CH2:32][CH2:31]5)=[O:28])=[C:25]([F:41])[CH:24]=4)=[N:12][C:11]2=3)[CH2:17][CH2:16][CH2:15][CH2:14]1 |f:2.3.4|. Procedure: 2′-chloro-9′-cyclopentyl-5′-methyl-8′,9′-dihydrospiro[cyclopropane-1,7′-pyrimido[5,4-b][1,4]diazepin]-6′(5′H)-one (Intermediate 130; 100 mg, 0.33 mmol), 4-amino-N-(1-ethyl-4-piperidyl)-2,5-difluoro-benzamide (Intermediate 235; 102 mg, 0.36 mmol) and caesium carbonate (213 mg, 0.65 mmol) added to dioxane (5 mL) and the suspension bubbled with nitrogen for 10 minutes. tris-dibenzylideneacetonedipalladium (II) (18 mg, 0.02 mmol) and XANTPHOS (17 mg, 0.03 mmol) were added and the mixture heated at 1... As a reaction SMILES: [CH3:1][O:2][C:3]1[CH:4]=[C:5]([CH:32]=[CH:33][C:34]=1[O:35][CH3:36])[CH2:6][CH:7]1[C:13]2[CH:14]=[C:15]([O:20][CH3:21])[C:16]([O:18][CH3:19])=[CH:17][C:12]=2[CH2:11][CH2:10][CH2:9][N:8]1[CH:22]([C:26]1[CH:31]=[CH:30][CH:29]=[CH:28][CH:27]=1)[C:23](O)=[O:24].Cl.[CH3:38][N:39]1[C:47]2[C:42](=[CH:43][CH:44]=[CH:45][CH:46]=2)[C:41]([CH2:48][NH2:49])=[N:40]1>>[CH3:1][O:2][C:3]1[CH:4]=[C:5]([CH:32]=[CH:33][C:34]=1[O:35][CH3:36])[CH2:6][CH:7]1[C:13]2[CH:14]=[C:15]([O:20][CH3:21])[C:16]([O:18][CH3:19])=[CH:17][C:12]=2[CH2:11][CH2:10][CH2:9][N:8]1[CH:22]([C:26]1[CH:27]=[CH:28][CH:29]=[CH:30][CH:31]=1)[C:23]([NH:49][CH2:48][C:41]1[C:42]2[C:47](=[CH:46][CH:45]=[CH:44][CH:43]=2)[N:39]([CH3:38])[N:40]=1)=[O:24] |f:1.2|. Product: COC=1C=C(CC2N(CCCC3=C2C=C(C(=C3)OC)OC)C(C(=O)NCC3=NN(C2=CC=CC=C32)C)C3=CC=CC=C3)C=CC1OC (2-[1-(3,4-Dimethoxy-benzyl)-7,8-dimethoxy-1,3,4,5-tetrahydro-benzo[c]azepin-2-yl]-N-(1-methyl-1H-indazol-3-ylmethyl)-2-phenyl-acetamide). Procedure details: prepared by reaction of [1-(3,4-dimethoxy-benzyl)-7,8-dimethoxy-1,3,4,5-tetrahydro-benzo[c]azepin-2-yl]-phenyl-acetic acid with C-(1-methyl-1H-indazol-3-yl)-methylamine hydrochloride. Starting materials: COC=1C=C(CC2N(CCCC3=C2C=C(C(=C3)OC)OC)C(C(=O)O)C3=CC=CC=C3)C=CC1OC ([1-(3,4-dimethoxy-benzyl)-7,8-dimethoxy-1,3,4,5-tetrahydro-benzo[c]azepin-2-yl]-phenyl-acetic acid), Cl.CN1N=C(C2=CC=CC=C12)CN (C-(1-methyl-1H-indazol-3-yl)-methylamine hydrochloride). The reactants are C1COCCO1, Cl, Cc1cccc(CC(=O)N2CCc3cc(-c4cn(C5CCN(C(=O)OC(C)(C)C)CC5)c5ncnc(N)c45)ccc32)c1. Product: Cc1cccc(CC(=O)N2CCc3cc(-c4cn(C5CCNCC5)c5ncnc(N)c45)ccc32)c1. Reaction SMILES: [CH2:44]1[O:45][CH2:46][CH2:47][O:48][CH2:49]1.[ClH:43].[NH2:1][c:2]1[c:3]2[c:4]([n:5][cH:6][n:7]1)[n:8]([CH:30]1[CH2:31][CH2:32][N:33]([C:36]([O:37][C:38]([CH3:39])([CH3:40])[CH3:41])=[O:42])[CH2:34][CH2:35]1)[cH:9][c:10]2-[c:11]1[cH:12][c:13]2[c:17]([cH:18][cH:19]1)[N:16]([C:20]([CH2:21][c:22]1[cH:23][c:24]([CH3:28])[cH:25][cH:26][cH:27]1)=[O:29])[CH2:15][CH2:14]2>>[NH2:1][c:2]1[c:3]2[c:4]([n:5][cH:6][n:7]1)[n:8]([CH:30]1[CH2:31][CH2:32][NH:33][CH2:34][CH2:35]1)[cH:9][c:10]2-[c:11]1[cH:12][c:13]2[c:17]([cH:18][cH:19]1)[N:16]([C:20]([CH2:21][c:22]1[cH:23][c:24]([CH3:28])[cH:25][cH:26][cH:27]1)=[O:29])[CH2:15][CH2:14]2.